This data is from the Open Reaction Database (ORD), a public repository of structured organic reaction records. The task is: describe an organic reaction: reactants, conditions, products, and yield The reactants are NCc1ccccc1, CCO, [H][H], O=Cc1ccc(Oc2ccccc2)cc1. Yields the product c1ccc(CNCc2ccc(Oc3ccccc3)cc2)cc1. RXN SMILES: [CH2:16]([c:17]1[cH:18][cH:19][cH:20][cH:21][cH:22]1)[NH2:23].[CH3:26][CH2:27][OH:28].[H:24][H:25].[O:1]([c:2]1[cH:3][cH:4][cH:5][cH:6][cH:7]1)[c:8]1[cH:9][cH:10][c:11]([CH:12]=[O:13])[cH:14][cH:15]1>>[O:1]([c:2]1[cH:3][cH:4][cH:5][cH:6][cH:7]1)[c:8]1[cH:9][cH:10][c:11]([CH2:12][NH:23][CH2:16][c:17]2[cH:18][cH:19][cH:20][cH:21][cH:22]2)[cH:14][cH:15]1. Reactants: Cl.N1(CCNCC1)C(CC1=CC=C(C=C1)N1N=NN=C1)=O (1-(piperazin-1-yl)-2-[4-(1H-tetrazol-1-yl)phenyl]ethanone hydrochloride), N1(CCNCC1)C(=O)OC(C)(C)C (tert-butyl piperazine-1-carboxylate), C(#N)C1=CC(=C(C=C1F)CC(=O)O)F ((4-cyano-2,5-difluorophenyl)acetic acid). Yields the product FC1=C(C#N)C=C(C(=C1)CC(N1CCNCC1)=O)F (2,5-difluoro-4-[2-oxo-2-(piperazin-1-yl)ethyl]benzonitrile). As a reaction SMILES: Cl.N1(C(=O)CC2C=CC(N3C=NN=N3)=CC=2)CCNCC1.[N:22]1([C:28]([O:30]C(C)(C)C)=O)[CH2:27][CH2:26][NH:25][CH2:24][CH2:23]1.[C:35]([C:37]1[C:42]([F:43])=[CH:41][C:40]([CH2:44]C(O)=O)=[C:39]([F:48])[CH:38]=1)#[N:36]>>[F:43][C:42]1[CH:41]=[C:40]([CH2:44][C:28](=[O:30])[N:22]2[CH2:23][CH2:24][NH:25][CH2:26][CH2:27]2)[C:39]([F:48])=[CH:38][C:37]=1[C:35]#[N:36] |f:0.1|. Procedure: 2,5-difluoro-4-[2-oxo-2-(piperazin-1-yl)ethyl]benzonitrile was prepared in an analogous fashion as described above in the synthesis of 1-(piperazin-1-yl)-2-[4-(1H-tetrazol-1-yl)phenyl]ethanone hydrochloride starting from tert-butyl piperazine-1-carboxylate and (4-cyano-2,5-difluorophenyl)acetic acid. LC/MS: [(M+1)]+=266.